This data is from the Open Reaction Database (ORD), a public repository of structured organic reaction records. The task is: describe an organic reaction: reactants, conditions, products, and yield Reactants: O=C(CCCCCl)c1ccc(Cl)cc1, O=C(Nc1cccc(C2CCNCC2)c1)C1CC1. Yields the product O=C(CCCCN1CCC(c2cccc(NC(=O)C3CC3)c2)CC1)c1ccc(Cl)cc1. RXN SMILES: [Cl:1][CH2:2][CH2:3][CH2:4][CH2:5][C:6](=[O:7])[c:8]1[cH:9][cH:10][c:11]([Cl:14])[cH:12][cH:13]1.[NH:15]1[CH2:16][CH2:17][CH:18]([c:21]2[cH:22][c:23]([NH:27][C:28](=[O:29])[CH:30]3[CH2:31][CH2:32]3)[cH:24][cH:25][cH:26]2)[CH2:19][CH2:20]1>>[CH2:2]([CH2:3][CH2:4][CH2:5][C:6](=[O:7])[c:8]1[cH:9][cH:10][c:11]([Cl:14])[cH:12][cH:13]1)[N:15]1[CH2:16][CH2:17][CH:18]([c:21]2[cH:22][c:23]([NH:27][C:28](=[O:29])[CH:30]3[CH2:31][CH2:32]3)[cH:24][cH:25][cH:26]2)[CH2:19][CH2:20]1. Starting materials: BrCc1ccccc1, O=C([O-])[O-], CC(C)=O, O=[N+]([O-])c1cc(O)ccc1I, [K+], [K+], O. Product: O=[N+]([O-])c1cc(OCc2ccccc2)ccc1I. Reaction SMILES: [Br:18][CH2:19][c:20]1[cH:21][cH:22][cH:23][cH:24][cH:25]1.[C:12](=[O:13])([O-:14])[O-:15].[CH3:27][C:28](=[O:29])[CH3:30].[I:1][c:2]1[c:3]([N+:9](=[O:10])[O-:11])[cH:4][c:5]([OH:8])[cH:6][cH:7]1.[K+:16].[K+:17].[OH2:26]>>[I:1][c:2]1[c:3]([N+:9](=[O:10])[O-:11])[cH:4][c:5]([O:8][CH2:19][c:20]2[cH:21][cH:22][cH:23][cH:24][cH:25]2)[cH:6][cH:7]1. Product: O=C1N(C(C2=CC=CC=C12)=O)CCC1=CNC2=CC=C(C=C12)CN(S(=O)(=O)C)C (N-[[3-[2-(1,3-Dihydro-1,3-dioxo-2H-isoindol-2-yl)ethyl]-1H-indol-5-yl]methyl]-N-methylmethanesulphonamide). Starting materials: [H-].[Na+] (Sodium hydride), O=C1N(C(C2=CC=CC=C12)=O)CCC1=CNC2=CC=C(C=C12)CNS(=O)(=O)C (N-[[3-[2-(1,3-dihydro-1,3-dioxo-2H-isoindol-2-yl)ethyl]-1H-indol-5-yl]methyl]methanesulphonamide), CI (methyl iodide). Solvent: CN(C=O)C (dimethylformamide). Procedure details: Sodium hydride (80% in oil; 0.1 g) was added under nitrogen to a stirred solution of N-[[3-[2-(1,3-dihydro-1,3-dioxo-2H-isoindol-2-yl)ethyl]-1H-indol-5-yl]methyl]methanesulphonamide (1.2 g) in dry dimethylformamide (16 ml). After 1 h, methyl iodide (0.75 ml) was added. Reaction conditions: time 1 hour. RXN SMILES: [H-].[Na+].[O:3]=[C:4]1[C:12]2[C:7](=[CH:8][CH:9]=[CH:10][CH:11]=2)[C:6](=[O:13])[N:5]1[CH2:14][CH2:15][C:16]1[C:24]2[C:19](=[CH:20][CH:21]=[C:22]([CH2:25][NH:26][S:27]([CH3:30])(=[O:29])=[O:28])[CH:23]=2)[NH:18][CH:17]=1.[CH3:31]I>CN(C)C=O>[O:13]=[C:6]1[C:7]2[C:12](=[CH:11][CH:10]=[CH:9][CH:8]=2)[C:4](=[O:3])[N:5]1[CH2:14][CH2:15][C:16]1[C:24]2[C:19](=[CH:20][CH:21]=[C:22]([CH2:25][N:26]([CH3:31])[S:27]([CH3:30])(=[O:29])=[O:28])[CH:23]=2)[NH:18][CH:17]=1 |f:0.1|. The reactants are Cn1c(=O)c2c(Cl)cccc2n2cnc(-c3noc(C4CC4)n3)c12, [H-], [Na+], CN(C)C=O, O, OCc1ccccc1. Yields the product Cn1c(=O)c2c(OCc3ccccc3)cccc2n2cnc(-c3noc(C4CC4)n3)c12. As a reaction SMILES: [CH:1]1([c:4]2[n:5][c:6](-[c:9]3[n:10][cH:11][n:12]4[c:13]3[n:14]([CH3:24])[c:15](=[O:23])[c:16]3[c:17]([Cl:22])[cH:18][cH:19][cH:20][c:21]43)[n:7][o:8]2)[CH2:2][CH2:3]1.[H-:33].[Na+:34].[O:36]=[CH:37][N:38]([CH3:39])[CH3:40].[OH2:35].[OH:25][CH2:26][c:27]1[cH:28][cH:29][cH:30][cH:31][cH:32]1>>[CH:1]1([c:4]2[n:5][c:6](-[c:9]3[n:10][cH:11][n:12]4[c:13]3[n:14]([CH3:24])[c:15](=[O:23])[c:16]3[c:17]([O:25][CH2:26][c:27]5[cH:28][cH:29][cH:30][cH:31][cH:32]5)[cH:18][cH:19][cH:20][c:21]43)[n:7][o:8]2)[CH2:2][CH2:3]1. Starting materials: O=C1NCC(Cc2ccccc2)O1, CI, CO, [Na], c1ccccc1. Product: CN1CC(Cc2ccccc2)OC1=O. As a reaction SMILES: [CH2:2]([c:3]1[cH:4][cH:5][cH:6][cH:7][cH:8]1)[CH:9]1[CH2:10][NH:11][C:12](=[O:14])[O:13]1.[CH3:15][I:16].[CH3:17][OH:18].[Na:1].[cH:19]1[cH:20][cH:21][cH:22][cH:23][cH:24]1>>[CH2:2]([c:3]1[cH:4][cH:5][cH:6][cH:7][cH:8]1)[CH:9]1[CH2:10][N:11]([CH3:15])[C:12](=[O:14])[O:13]1. The reactants are CSC1=NC=CC2=C1C=C(N2)C(=O)OC (methyl 4-(methylthio)-1H-pyrrolo[3,2-c]pyridine-2-carboxylate), solution, CC(C)([O-])C.[K+] (potassium tert-butoxide), C(C=C)(=O)OC (methyl acrylate). Run in TBF, C1(=CC=CC=C1)C (toluene). Conditions: temperature 80 celsius. Product: CSC1=NC=CC2=C1C=C1C(C(CN21)C(=O)OC)=O (methyl 1-(methylthio)-8-oxo-7,8-dihydro-6H-pyrido[3,4-b]pyrrolizine-7-carboxylate). As a reaction SMILES: [CH3:1][S:2][C:3]1[C:8]2[CH:9]=[C:10]([C:12]([O:14]C)=O)[NH:11][C:7]=2[CH:6]=[CH:5][N:4]=1.CC(C)([O-])C.[K+].[C:22]([O:26][CH3:27])(=[O:25])[CH:23]=[CH2:24]>C1(C)C=CC=CC=1>[CH3:1][S:2][C:3]1[C:8]2[CH:9]=[C:10]3[N:11]([C:7]=2[CH:6]=[CH:5][N:4]=1)[CH2:24][CH:23]([C:22]([O:26][CH3:27])=[O:25])[C:12]3=[O:14] |f:1.2|. Procedure details: To a suspension of methyl 4-(methylthio)-1H-pyrrolo[3,2-c]pyridine-2-carboxylate (0.30 g, 1.35 mmol) in TBF (3 mL)-toluene (12.0 mL) were added a 1.06 M THE solution of potassium tert-butoxide (1.42 mL/1.41 mmol) and methyl acrylate (300 μL). The resulting mixture was heated at 80° C. for 18 h. The mixture was partitioned between EtOAc and NH4Cl, filtered through celite. The organic phase was separated, dried over Na2SO4 and filtered, to provide the title compound. The reactants are BrB(Br)Br, O=C1CN(c2ccc(Cc3nccs3)cc2OCc2ccccc2)S(=O)(=O)N1, ClCCl. Product: O=C1CN(c2ccc(Cc3nccs3)cc2O)S(=O)(=O)N1. As a reaction SMILES: [B:29]([Br:30])([Br:31])[Br:32].[CH2:1]([c:2]1[cH:3][cH:4][cH:5][cH:6][cH:7]1)[O:8][c:9]1[c:10]([N:21]2[CH2:22][C:23](=[O:28])[NH:24][S:25]2(=[O:26])=[O:27])[cH:11][cH:12][c:13]([CH2:15][c:16]2[s:17][cH:18][cH:19][n:20]2)[cH:14]1.[Cl:33][CH2:34][Cl:35]>>[OH:8][c:9]1[c:10]([N:21]2[CH2:22][C:23](=[O:28])[NH:24][S:25]2(=[O:26])=[O:27])[cH:11][cH:12][c:13]([CH2:15][c:16]2[s:17][cH:18][cH:19][n:20]2)[cH:14]1.